Dataset: the Open Reaction Database (ORD), a public repository of structured organic reaction records. Task: describe an organic reaction: reactants, conditions, products, and yield Starting materials: O=C1CCC(=O)N1Br, COCCCn1ccc2ccc(Br)cc21, C1CCOC1. The product is COCCCn1cc(Br)c2ccc(Br)cc21. Reaction SMILES: [Br:16][N:17]1[C:18](=[O:19])[CH2:20][CH2:21][C:22]1=[O:23].[Br:1][c:2]1[cH:3][cH:4][c:5]2[cH:6][cH:7][n:8]([CH2:11][CH2:12][CH2:13][O:14][CH3:15])[c:9]2[cH:10]1.[O:24]1[CH2:25][CH2:26][CH2:27][CH2:28]1>>[Br:1][c:2]1[cH:3][cH:4][c:5]2[c:6]([Br:16])[cH:7][n:8]([CH2:11][CH2:12][CH2:13][O:14][CH3:15])[c:9]2[cH:10]1. Reactants: NC1=C(C=CC=C1)N1CCN(CC1)CC1=CC=CC=C1 (1-(2-aminophenyl)-4-benzylpiperazine), N1=CC=CC=C1 (pyridine), CS(=O)(=O)Cl (Methanesulfonyl chloride). The solvent is ClCCl (dichloromethane). Conditions: time 16 hour. Product: C(C1=CC=CC=C1)N1CCN(CC1)C1=C(C=CC=C1)NS(=O)(=O)C (N-[2-(4-Benzylpiperazin-1-yl)phenyl]methanesulfonamide). The yield is 83.6%. As a reaction SMILES: [CH3:1][S:2](Cl)(=[O:4])=[O:3].[NH2:6][C:7]1[CH:12]=[CH:11][CH:10]=[CH:9][C:8]=1[N:13]1[CH2:18][CH2:17][N:16]([CH2:19][C:20]2[CH:25]=[CH:24][CH:23]=[CH:22][CH:21]=2)[CH2:15][CH2:14]1.N1C=CC=CC=1>ClCCl>[CH2:19]([N:16]1[CH2:15][CH2:14][N:13]([C:8]2[CH:9]=[CH:10][CH:11]=[CH:12][C:7]=2[NH:6][S:2]([CH3:1])(=[O:4])=[O:3])[CH2:18][CH2:17]1)[C:20]1[CH:21]=[CH:22][CH:23]=[CH:24][CH:25]=1. Reported procedure: Methanesulfonyl chloride (0.91 mL, 11.7 mmol) was added to a cooled (0° C.) solution of 1-(2-aminophenyl)-4-benzylpiperazine (2.61 g, 9.8 mmol) and pyridine (0.95 mL, 11.7 mmol) in dichloromethane (30 mL) and the mixture was stirred at room temperature for 16 h. The solvent was evaporated under reduced pressure and triethylamine (1.4 mL) was added. The mixture was azeotroped with xylene, diluted with ethyl acetate and washed with aqueous potassium carbonate (saturated, 3×). The organic layer was... Reactants: CCOC(C)=O, CCOC(=O)C(CCC1CCCCC1)OS(=O)(=O)c1ccc([N+](=O)[O-])cc1, CN1CCOCC1, CCCCCC, CC(C)(C)c1ccc(CN2C(=O)C(N)CCc3ccccc32)cc1. Product: CCOC(=O)C(CCC1CCCCC1)NC1CCc2ccccc2N(Cc2ccc(C(C)(C)C)cc2)C1=O. RXN SMILES: [C:65]([O:66][CH2:67][CH3:68])(=[O:69])[CH3:70].[CH2:25]([CH3:26])[O:27][C:28]([CH:29]([CH2:30][CH2:31][CH:32]1[CH2:33][CH2:34][CH2:35][CH2:36][CH2:37]1)[O:38][S:39]([c:40]1[cH:41][cH:42][c:43]([N+:44]([O-:45])=[O:46])[cH:47][cH:48]1)(=[O:49])=[O:50])=[O:51].[CH3:52][N:53]1[CH2:54][CH2:55][O:56][CH2:57][CH2:58]1.[CH3:59][CH2:60][CH2:61][CH2:62][CH2:63][CH3:64].[NH2:1][CH:2]1[C:3](=[O:24])[N:4]([CH2:13][c:14]2[cH:15][cH:16][c:17]([C:20]([CH3:21])([CH3:22])[CH3:23])[cH:18][cH:19]2)[c:5]2[c:6]([cH:9][cH:10][cH:11][cH:12]2)[CH2:7][CH2:8]1>>[NH:1]([CH:2]1[C:3](=[O:24])[N:4]([CH2:13][c:14]2[cH:15][cH:16][c:17]([C:20]([CH3:21])([CH3:22])[CH3:23])[cH:18][cH:19]2)[c:5]2[c:6]([cH:9][cH:10][cH:11][cH:12]2)[CH2:7][CH2:8]1)[CH:29]([C:28]([O:27][CH2:25][CH3:26])=[O:51])[CH2:30][CH2:31][CH:32]1[CH2:33][CH2:34][CH2:35][CH2:36][CH2:37]1.